From a dataset of the Open Reaction Database (ORD), a public repository of structured organic reaction records. describe an organic reaction: reactants, conditions, products, and yield The reactants are C(C)(C)OC(=O)N1CCC(CC1)ON=C1CCN(CC1)C1=C(C=C(C(=C1)F)C(=O)O)F (4-[1-(4-carboxy-2,5-difluoro-phenyl)-piperidin-4-ylideneaminooxy]-piperidine-1-carboxylic acid isopropyl ester), C(CCl)Cl (EDC), COC(CN)=O (amino-acetic acid methyl ester), C=1C=CC2=C(C1)N=NN2O (HOBT). Solvent: C(Cl)Cl (DCM). Conditions: time 10 minute. The product is C(C)(C)OC(=O)N1CCC(CC1)ON=C1CCN(CC1)C1=C(C=C(C(=C1)F)C(NCCNC)=O)F (4-{1-[2,5-Difluoro-4-(2-methylamino-ethylcarbamoyl)-phenyl]-piperidin-4-ylideneaminooxy}-piperidine-1-carboxylic acid isopropyl ester). RXN SMILES: [CH:1]([O:4][C:5]([N:7]1[CH2:12][CH2:11][CH:10]([O:13][N:14]=[C:15]2[CH2:20][CH2:19][N:18]([C:21]3[CH:26]=[C:25]([F:27])[C:24]([C:28](O)=[O:29])=[CH:23][C:22]=3[F:31])[CH2:17][CH2:16]2)[CH2:9][CH2:8]1)=[O:6])([CH3:3])[CH3:2].[CH3:32]OC(=O)CN.C1C=C[C:41]2[N:46](O)N=[N:44][C:42]=2C=1.C(Cl)CCl>C(Cl)Cl>[CH:1]([O:4][C:5]([N:7]1[CH2:8][CH2:9][CH:10]([O:13][N:14]=[C:15]2[CH2:16][CH2:17][N:18]([C:21]3[CH:26]=[C:25]([F:27])[C:24]([C:28](=[O:29])[NH:46][CH2:41][CH2:42][NH:44][CH3:32])=[CH:23][C:22]=3[F:31])[CH2:19][CH2:20]2)[CH2:11][CH2:12]1)=[O:6])([CH3:2])[CH3:3]. Reported procedure: 9-1 (32 mg, 0.073 mmol), amino-acetic acid methyl ester (0.11 mmol) and HOBT (15 mg, 0.11 mmol) were combined in DCM (1 mL) and stirred at room temperature for 10 minutes. EDC(19 mg, 0.1 mmol) was added and the mixture was stirred for 18 h. The solution was washed with 2 mL of aqueous NaHCO3, concentrated and taken up with 1 mL of DCM. 1 mL of TFA was added and the mixture was stirred at room temperature for 1 h. It was then concentrated under a stream of nitrogen and purified on preparative HPL... Starting materials: O=C(O)c1ccc(OC(F)F)cn1, CC1(c2cc(N)ccc2F)N=C(N)OCC1(F)F. Product: CC1(c2cc(NC(=O)c3ccc(OC(F)F)cn3)ccc2F)N=C(N)OCC1(F)F. Reaction SMILES: [F:19][CH:20]([O:21][c:22]1[cH:23][cH:24][c:25]([C:28](=[O:29])[OH:30])[n:26][cH:27]1)[F:31].[NH2:1][c:2]1[cH:3][cH:4][c:5]([F:18])[c:6]([C:8]2([CH3:17])[N:9]=[C:10]([NH2:16])[O:11][CH2:12][C:13]2([F:14])[F:15])[cH:7]1>>[NH:1]([c:2]1[cH:3][cH:4][c:5]([F:18])[c:6]([C:8]2([CH3:17])[N:9]=[C:10]([NH2:16])[O:11][CH2:12][C:13]2([F:14])[F:15])[cH:7]1)[C:28]([c:25]1[cH:24][cH:23][c:22]([O:21][CH:20]([F:19])[F:31])[cH:27][n:26]1)=[O:29].